This data is from the Open Reaction Database (ORD), a public repository of structured organic reaction records. The task is: describe an organic reaction: reactants, conditions, products, and yield The reactants are C1(=CC(=CC=C1)N=C=O)N=C=O (1,3-phenylene diisocyanate), 2,4- and 2,6-tolylene diisocyanate, C(CCCN=C=O)CCN=C=O (1,6-hexamethylene diisocyanate), 4,4'-biphenylene diisocyanate, C1=CC2=C(C=CC=C2N=C=O)C(=C1)N=C=O (1,5-naphthylene diisocyanate), 4,4'-diisocyanato dicyclohexyl methane, 1-methoxy-phenyl-2,4-diisocyanate, 4,4'-diisocyanato diphenyl methane, C1(=CC(=CC=C1)CN=C=O)CN=C=O (m-xylylene diisocyanate), [N-]=C=O.[N-]=C=O.CC=1C=CC=CC1C1=C(C=CC=C1)C (3,3'-dimethyl-4,4'-biphenyldiisocyanate), 3,3'-dimethyl-diphenyl methane-4,4'-diisocyanate, polyphenyl-polymethylene-polyisocyanates, 1,4-tetramethylene diisocyanate, 4,4'-diisocyanate diphenyl ether, C1(=CC=C(C=C1)N=C=O)N=C=O (1,4-phenylene diisocyanate), [N-]=C=O.[N-]=C=O.COC=1C=CC=CC1C1=C(C=CC=C1)OC (3,3'-dimethoxy-4,4'-biphenyl diisocyanate), polyisocyanates, isocyanates, N(=C=O)C1CC(CC(C1)(CN=C=O)C)(C)C (1-isocyanato-3,3,5-trimethyl-5-isocyanato methyl cyclohexane). The product is NC1=CC=CC=C1 (aniline), C=O (formaldehyde). Reaction SMILES: [CH2:1]([CH2:8][CH2:9]N=C=O)[CH2:2][CH2:3][CH2:4][N:5]=[C:6]=[O:7].N(C1CC(C)(CN=C=O)CC(C)(C)C1)=C=O.C1(CN=C=O)C=CC=C(CN=C=O)C=1.C1(N=C=O)C=CC=C(N=C=O)C=1.C1(N=C=O)C=CC(N=C=O)=CC=1.C1C=C(N=C=O)C2C=CC=C(N=C=O)C=2C=1.[N-]=C=O.[N-]=C=O.COC1C=CC=CC=1C1C=CC=CC=1OC.[N-]=C=O.[N-]=C=O.CC1C=CC=CC=1C1C=CC=CC=1C>>[NH2:5][C:4]1[CH:3]=[CH:2][CH:1]=[CH:8][CH:9]=1.[CH2:6]=[O:7] |f:6.7.8,9.10.11|. Procedure details: In the process of claim 5 the further improvement wherein the polyisocyanates are prepared from isocyanates selected from the group consisting of 1,4-tetramethylene diisocyanate, 1,6-hexamethylene diisocyanate, 1-isocyanato-3,3,5-trimethyl-5-isocyanato methyl cyclohexane, m-xylylene diisocyanate and 4,4'-diisocyanato dicyclohexyl methane, 4,4'-diisocyanato diphenyl methane, 1,3-phenylene diisocyanate, 1,4-phenylene diisocyanate, 4,4'-diisocyanate diphenyl ether, 1,5-naphthylene diisocyanate, 1-m... Reactants: FC=1C=C2C(=NC1)N(C=C2I)[Si](C(C)C)(C(C)C)C(C)C (5-fluoro-3-iodo-1-triisopropylsilanyl-1H-pyrrolo[2,3-b]pyridine), ClC=1C=C(CNC=2C=C(N(N2)C)C=O)C=CC1 (5-(3-chloro-benzylamino)-2-methyl-2H-pyrazole-3-carbaldehyde), C(C)(C)[Mg]Cl (Isopropylmagnesium chloride). Solvent: O1CCCC1 (tetrahydrofuran), O1CCCC1 (tetrahydrofuran). Run at temperature -20 celsius. The product is ClC=1C=C(CNC=2C=C(N(N2)C)C(O)C2=CN(C3=NC=C(C=C32)F)[Si](C(C)C)(C(C)C)C(C)C)C=CC1 ([5-(3-chloro-benzylamino)-2-methyl-2H-pyrazol-3-yl]-(5-fluoro-1-triisopropylsilanyl-1H-pyrrolo[2,3-b]pyridin-3-yl)-methanol). As a reaction SMILES: [F:1][C:2]1[CH:3]=[C:4]2[C:10](I)=[CH:9][N:8]([Si:12]([CH:19]([CH3:21])[CH3:20])([CH:16]([CH3:18])[CH3:17])[CH:13]([CH3:15])[CH3:14])[C:5]2=[N:6][CH:7]=1.C([Mg]Cl)(C)C.[Cl:27][C:28]1[CH:29]=[C:30]([CH:41]=[CH:42][CH:43]=1)[CH2:31][NH:32][C:33]1[CH:34]=[C:35]([CH:39]=[O:40])[N:36]([CH3:38])[N:37]=1>O1CCCC1>[Cl:27][C:28]1[CH:29]=[C:30]([CH:41]=[CH:42][CH:43]=1)[CH2:31][NH:32][C:33]1[CH:34]=[C:35]([CH:39]([C:10]2[C:4]3[C:5](=[N:6][CH:7]=[C:2]([F:1])[CH:3]=3)[N:8]([Si:12]([CH:19]([CH3:21])[CH3:20])([CH:16]([CH3:18])[CH3:17])[CH:13]([CH3:15])[CH3:14])[CH:9]=2)[OH:40])[N:36]([CH3:38])[N:37]=1. Reported procedure: 5-Fluoro-3-iodo-1-triisopropylsilanyl-1H-pyrrolo[2,3-b]pyridine (146, 0.33 g, 0.79 mmol) and 1.5 mL of tetrahydrofuran were combined in a round bottom flask and cooled to −20° C. Isopropylmagnesium chloride (400 μL, 2.0 M in tetrahydrofuran, 0.8 mmol) was added dropwise and the reaction stirred and brought to −5° C. The reaction was cooled to −20° C. and 5-(3-chloro-benzylamino)-2-methyl-2H-pyrazole-3-carbaldehyde (145, 0.090 g, 0.36 mmol) in tetrahydrofuran was added and the reaction stirred an... Starting materials: aqueous solution, [OH-].[Na+] (sodium hydroxide), C(C)OC(CNC(=O)C1=NN2N=C(C=CC2=N1)NCCCN1CCC(CC1)OC(C1=CC=CC=C1)C1=CC=CC=C1)=O (N-[6-[3-[4-(diphenylmethoxy)piperidino]propylamino][1,2,4]triazolo[1,5-b]pyridazine-2carbonyl]glycine ethyl ester). Run in C(C)O (ethanol). Conditions: time 1.5 hour. The product is C1(=CC=CC=C1)C(OC1CCN(CC1)CCCNC=1C=CC=2N(N1)N=C(N2)C(=O)NCC(=O)O)C2=CC=CC=C2 (N-[6-[3-[4-(diphenylmethoxy)piperidino]propylamino][1,2,4]triazolo[1,5-b]pyridazine-2-carbonyl]glycine). Isolated yield 50.2%. Reaction SMILES: C([O:3][C:4](=[O:42])[CH2:5][NH:6][C:7]([C:9]1[N:17]=[C:16]2[N:11]([N:12]=[C:13]([NH:18][CH2:19][CH2:20][CH2:21][N:22]3[CH2:27][CH2:26][CH:25]([O:28][CH:29]([C:36]4[CH:41]=[CH:40][CH:39]=[CH:38][CH:37]=4)[C:30]4[CH:35]=[CH:34][CH:33]=[CH:32][CH:31]=4)[CH2:24][CH2:23]3)[CH:14]=[CH:15]2)[N:10]=1)=[O:8])C.[OH-].[Na+]>C(O)C>[C:36]1([CH:29]([C:30]2[CH:35]=[CH:34][CH:33]=[CH:32][CH:31]=2)[O:28][CH:25]2[CH2:24][CH2:23][N:22]([CH2:21][CH2:20][CH2:19][NH:18][C:13]3[CH:14]=[CH:15][C:16]4[N:11]([N:10]=[C:9]([C:7]([NH:6][CH2:5][C:4]([OH:42])=[O:3])=[O:8])[N:17]=4)[N:12]=3)[CH2:27][CH2:26]2)[CH:41]=[CH:40][CH:39]=[CH:38][CH:37]=1 |f:1.2|. Procedure details: 928 mg of N-[6-[3-[4-(diphenylmethoxy)piperidino]propylamino][1,2,4]triazolo[1,5-b]pyridazine-2carbonyl]glycine ethyl ester was dissolved in 7 ml of ethanol; 2.2 ml of a 1 N aqueous solution of sodium hydroxide was added, followed by stirring at room temperature for 1.5 hours. The mixture was concentrated under reduced pressure; the residue was diluted with water; 1 N hydrochloric acid was added to bring the mixture to pH 4.5. The crystal obtained was collected by filtration, washed with water, ... The reactants are CC(C)([O-])C.[K+] (potassium tert-butoxide), C(C)(C)(C)C=1N=C(SC1)C=1OC2=C(C1)C=C(C=C2)C=O (4-tert-butyl-2-(5-formylbenzofuran-2-yl)thiazole), triethyl phosphonoacetate, O1CCCC1 (tetrahydrofuran), ice water. Run in CN(C=O)C (N,N-dimethylformamide). Yields the product C(C)(C)(C)C=1N=C(SC1)C=1OC2=C(C1)C=C(C=C2)/C=C/C(=O)OCC (ethyl (E)-3-[2-(4-tert-butylthiazol-2-yl)benzofuran-5-yl]propenoate). RXN SMILES: [C:1]([C:5]1[N:6]=[C:7]([C:10]2[O:11][C:12]3[CH:18]=[CH:17][C:16]([CH:19]=O)=[CH:15][C:13]=3[CH:14]=2)[S:8][CH:9]=1)([CH3:4])([CH3:3])[CH3:2].[O:21]1[CH2:25][CH2:24][CH2:23][CH2:22]1.CC(C)([O-:29])C.[K+]>CN(C)C=O>[C:1]([C:5]1[N:6]=[C:7]([C:10]2[O:11][C:12]3[CH:18]=[CH:17][C:16](/[CH:19]=[CH:23]/[C:22]([O:21][CH2:25][CH3:24])=[O:29])=[CH:15][C:13]=3[CH:14]=2)[S:8][CH:9]=1)([CH3:3])([CH3:2])[CH3:4] |f:2.3|. Reported procedure: A mixture of 4-tert-butyl-2-(5-formylbenzofuran-2-yl)thiazole (1.83 g) and triethyl phosphonoacetate (1.53 ml) in the mixed solvent of tetrahydrofuran (10 ml) and N,N-dimethylformamide (10 ml) was stirred under ice-cooling. After several minutes, potassium tert-butoxide was added to the mixture, which was stirred for 1 hour at same temperature. The resulting mixture was poured into ice-water and extracted with ethyl acetate. The organic layer was washed with brine, dried over magnesium sulfate a... Starting materials: C1CCOC1, CO, COC(=O)c1ccc(-c2ccc(Nc3nc4ccc(F)cc4s3)c(F)c2)cc1C, [Na+], [OH-], O. Product: Cc1cc(-c2ccc(Nc3nc4ccc(F)cc4s3)c(F)c2)ccc1C(=O)O. As a reaction SMILES: [CH2:35]1[O:36][CH2:37][CH2:38][CH2:39]1.[CH3:30][OH:31].[F:1][c:2]1[cH:3][c:4](-[c:19]2[cH:20][c:21]([CH3:29])[c:22]([C:25](=[O:26])[O:27][CH3:28])[cH:23][cH:24]2)[cH:5][cH:6][c:7]1[NH:8][c:9]1[s:10][c:11]2[c:12]([n:13]1)[cH:14][cH:15][c:16]([F:18])[cH:17]2.[Na+:34].[OH-:33].[OH2:32]>>[F:1][c:2]1[cH:3][c:4](-[c:19]2[cH:20][c:21]([CH3:29])[c:22]([C:25](=[O:26])[OH:27])[cH:23][cH:24]2)[cH:5][cH:6][c:7]1[NH:8][c:9]1[s:10][c:11]2[c:12]([n:13]1)[cH:14][cH:15][c:16]([F:18])[cH:17]2. Reactants: O=C([O-])O, C1CCOC1, CN1CCOCC1, CC(C)COC(=O)Cl, O=C(O)C#CCN1CCCCC1, N#Cc1cccc(Nc2c(C#N)cnc3ccc(N)cc23)c1, [Na+], c1ccncc1. As a reaction SMILES: [C:50](=[O:51])([OH:52])[O-:53].[CH2:55]1[O:56][CH2:57][CH2:58][CH2:59]1.[CH3:13][N:14]1[CH2:15][CH2:16][O:17][CH2:18][CH2:19]1.[Cl:20][C:21]([O:22][CH2:23][CH:24]([CH3:25])[CH3:26])=[O:27].[N:1]1([CH2:7][C:8]#[C:9][C:10](=[O:11])[OH:12])[CH2:2][CH2:3][CH2:4][CH2:5][CH2:6]1.[NH2:28][c:29]1[cH:30][c:31]2[c:32]([NH:41][c:42]3[cH:43][c:44]([C:48]#[N:49])[cH:45][cH:46][cH:47]3)[c:33]([C:39]#[N:40])[cH:34][n:35][c:36]2[cH:37][cH:38]1.[Na+:54].[cH:60]1[cH:61][cH:62][n:63][cH:64][cH:65]1>>[N:1]1([CH2:7][C:8]#[C:9][C:10](=[O:12])[NH:28][c:29]2[cH:30][c:31]3[c:32]([NH:41][c:42]4[cH:43][c:44]([C:48]#[N:49])[cH:45][cH:46][cH:47]4)[c:33]([C:39]#[N:40])[cH:34][n:35][c:36]3[cH:37][cH:38]2)[CH2:2][CH2:3][CH2:4][CH2:5][CH2:6]1. Yields the product N#Cc1cccc(Nc2c(C#N)cnc3ccc(NC(=O)C#CCN4CCCCC4)cc23)c1.